Task: describe an organic reaction: reactants, conditions, products, and yield. Dataset: the Open Reaction Database (ORD), a public repository of structured organic reaction records Procedure: 9.5 g of 2,6-dichlorobenzamide and 10.34 g of 3,4-dichlorophenylisocyanate in 25 ml of pyridine to which 1 g of sodium has been added are heated on a steam bath (100° C.+) for 24 hours. The reaction mixture is poured on ice which contains concentrated hydrochlorid acid and the solid precipitate is thoroughly washed with successively water and alcohol. The substance is recristallized from acetonitrile. Melting point 232° C. Starting materials: Cl (hydrochlorid), ClC1=C(C(=O)N)C(=CC=C1)Cl (2,6-dichlorobenzamide), ClC=1C=C(C=CC1Cl)N=C=O (3,4-dichlorophenylisocyanate), [Na] (sodium). Reaction conditions: temperature 100 celsius. RXN SMILES: [Cl:1][C:2]1[CH:10]=[CH:9][CH:8]=[C:7]([Cl:11])[C:3]=1[C:4]([NH2:6])=[O:5].[Cl:12][C:13]1[CH:14]=[C:15]([N:20]=[C:21]=[O:22])[CH:16]=[CH:17][C:18]=1[Cl:19].[Na].Cl>N1C=CC=CC=1>[Cl:1][C:2]1[CH:10]=[CH:9][CH:8]=[C:7]([Cl:11])[C:3]=1[C:4]([NH:6][C:21]([NH:20][C:15]1[CH:16]=[CH:17][C:18]([Cl:19])=[C:13]([Cl:12])[CH:14]=1)=[O:22])=[O:5] |^1:22|. The solvent is N1=CC=CC=C1 (pyridine). Yields the product ClC1=C(C(=O)NC(=O)NC2=CC(=C(C=C2)Cl)Cl)C(=CC=C1)Cl (N-(2,6-dichlorobenzoyl)-N'-(3,4-dichlorophenyl)-urea).